Dataset: the Open Reaction Database (ORD), a public repository of structured organic reaction records. Task: describe an organic reaction: reactants, conditions, products, and yield Reactants: C(C)(=O)OCC (Ethyl acetate), [H-].[Na+] (Sodium hydride), C(C1=CC=CC=C1)O (benzyl alcohol), ClC1=NC(=C(C(=N1)Cl)C(C)C)OC1=C(C(=CC(=C1)C)C)C (2,4-dichloro-5-isopropyl-6-(2,3,5-trimethyl-phenoxy)-pyrimidine). Solvent: CN(C)C=O (DMF). Conditions: time 15 minute. Yields the product C(C1=CC=CC=C1)OC1=NC(=C(C(=N1)OCC1=CC=CC=C1)C(C)C)OC1=C(C(=CC(=C1)C)C)C (2,4-Bis-benzyloxy-5-isopropyl-6-(2,3,5-trimethyl-phenoxy)-pyrimidine). Isolated yield 84.0%. RXN SMILES: [H-].[Na+].[CH2:3]([OH:10])[C:4]1[CH:9]=[CH:8][CH:7]=[CH:6][CH:5]=1.Cl[C:12]1[N:17]=[C:16](Cl)[C:15]([CH:19]([CH3:21])[CH3:20])=[C:14]([O:22][C:23]2[CH:28]=[C:27]([CH3:29])[CH:26]=[C:25]([CH3:30])[C:24]=2[CH3:31])[N:13]=1.C([O:35][CH2:36][CH3:37])(=O)C>CN(C=O)C>[CH2:3]([O:10][C:12]1[N:17]=[C:16]([O:35][CH2:36][C:37]2[CH:8]=[CH:9][CH:4]=[CH:5][CH:6]=2)[C:15]([CH:19]([CH3:21])[CH3:20])=[C:14]([O:22][C:23]2[CH:28]=[C:27]([CH3:29])[CH:26]=[C:25]([CH3:30])[C:24]=2[CH3:31])[N:13]=1)[C:4]1[CH:9]=[CH:8][CH:7]=[CH:6][CH:5]=1 |f:0.1|. Reported procedure: Sodium hydride (60%, 81 mg, 1.98 mmol. 3 eq.) was added to benzyl alcohol (205 μl, 1.98 mmol, 3 eq.) in 10 mL DMF. The mixture was stirred at room temperature for 15 minutes and then added to 2,4-dichloro-5-isopropyl-6-(2,3,5-trimethyl-phenoxy)-pyrimidine (320 mg, 0.66 mmol, 1 eq.). The reaction was heated to 70° C. for 1 hour. The reaction was cooled down to room temperature. Ethyl acetate was added and washed with brine. The organic layer was concentrated down and purified (silica gel, 0-50% E... Starting materials: O=C1NC2=C3C(=CC=C2C(C1)C=1C=C(C#N)C=CC1)C=CC=C3 (3-(2-Oxo-1,2,3,4-tetrahydro-benzo[h]quinolin-4-yl)-benzonitrile), [N-]=[N+]=[N-].[Na+] (sodium azide), [Cl-].[NH4+] (ammonium chloride). Run in CN(C=O)C (dimethylformamide). Conditions: temperature 130 celsius, time 18 hour. The product is N1N=NN=C1C=1C=C(C=CC1)C1CC(NC2=C3C(=CC=C12)C=CC=C3)=O (4-[3-(1H-Tetrazol-5-yl)-phenyl]-3,4-dihydro-1H-benzo[h]quinolin-2-one). The yield is 39.9%. As a reaction SMILES: [O:1]=[C:2]1[CH2:11][CH:10]([C:12]2[CH:13]=[C:14]([CH:17]=[CH:18][CH:19]=2)[C:15]#[N:16])[C:9]2[C:4](=[C:5]3[CH:23]=[CH:22][CH:21]=[CH:20][C:6]3=[CH:7][CH:8]=2)[NH:3]1.[N-:24]=[N+:25]=[N-:26].[Na+].[Cl-].[NH4+]>CN(C)C=O>[NH:24]1[C:15]([C:14]2[CH:13]=[C:12]([CH:10]3[C:9]4[C:4](=[C:5]5[CH:23]=[CH:22][CH:21]=[CH:20][C:6]5=[CH:7][CH:8]=4)[NH:3][C:2](=[O:1])[CH2:11]3)[CH:19]=[CH:18][CH:17]=2)=[N:16][N:26]=[N:25]1 |f:1.2,3.4|. Procedure: A mixture of 3-(2-Oxo-1,2,3,4-tetrahydro-benzo[h]quinolin-4-yl)-benzonitrile (0.50 g, 1.68 mmol), sodium azide (0.13 g, 2.0 mmol) and ammonium chloride (0.11 g, 2.01 mmol) in dimethylformamide (3.5 ml) was heated with stirring at 130° C. for 18 hr. The solvent was removed in vacuo and water was added. The solution was acidified with dilute hydrochloric acid to afford a precipitate which was separated by filtration. Crystallization from methanol afforded the title compound (0.23 g, 0.67 mmol).